This data is from the Open Reaction Database (ORD), a public repository of structured organic reaction records. The task is: describe an organic reaction: reactants, conditions, products, and yield The reactants are O (Water), BrC=1SC(=C(N1)CN1N=CC(=C1)C(=O)OCC)C (ethyl 1-[(2-bromo-5-methyl-1,3-thiazol-4-yl)methyl]-1H-pyrazole-4-carboxylate), FC1=C(C=CC=C1C(F)(F)F)B(O)O (2-fluoro-3-(trifluoromethyl)phenylboronic acid), C([O-])([O-])=O.[Na+].[Na+] (sodium carbonate). The solvent is COCCOC.C(C)O (1,2-dimethoxyethane ethanol). Conditions: temperature 90 celsius, time 8 hour. Yields the product FC1=C(C=CC=C1C(F)(F)F)C=1SC(=C(N1)CN1N=CC(=C1)C(=O)OCC)C (ethyl 1-({2-[2-fluoro-3-(trifluoromethyl)phenyl]-5-methyl-1,3-thiazol-4-yl}methyl)-1H-pyrazole-4-carboxylate). Yield: 68.1%. Reaction SMILES: Br[C:2]1[S:3][C:4]([CH3:18])=[C:5]([CH2:7][N:8]2[CH:12]=[C:11]([C:13]([O:15][CH2:16][CH3:17])=[O:14])[CH:10]=[N:9]2)[N:6]=1.[F:19][C:20]1[C:25]([C:26]([F:29])([F:28])[F:27])=[CH:24][CH:23]=[CH:22][C:21]=1B(O)O.C(=O)([O-])[O-].[Na+].[Na+].O>COCCOC.C(O)C>[F:19][C:20]1[C:25]([C:26]([F:27])([F:28])[F:29])=[CH:24][CH:23]=[CH:22][C:21]=1[C:2]1[S:3][C:4]([CH3:18])=[C:5]([CH2:7][N:8]2[CH:12]=[C:11]([C:13]([O:15][CH2:16][CH3:17])=[O:14])[CH:10]=[N:9]2)[N:6]=1 |f:2.3.4,6.7|. Reported procedure: Under a nitrogen atmosphere, to a mixed solution of the compound (230 mg, 0.71 mmol) obtained in Example 80e and 2-fluoro-3-(trifluoromethyl)phenylboronic acid (190 mg, 0.92 mmol) in 1,2-dimethoxyethane/ethanol (v/v=3/1, 4 mL) were added 2N aqueous sodium carbonate solution (0.71 mL, 1.4 mmol) and [1,1′-bis(diphenylphosphino)ferrocene]dichloropalladium(II) dichloromethane complex (60 mg, 0.071 mmol), and the mixture was stirred at 90° C. overnight. Water was added to the reaction mixture, and th... Starting materials: C(C1=CC=CC=C1)NC1=NC=C(C=N1)Br (benzyl-(5-bromo-pyrimidin-2-yl)-amine), C(C)(=O)Cl (acetylchloride). Product: BrC=1C=NC(=NC1)N(C(C)=O)CC1=CC=CC=C1 (N-(5-Bromo-2-pyrimidinyl)-N-(phenylmethyl)-acetamide). Reaction SMILES: [CH2:1]([NH:8][C:9]1[N:14]=[CH:13][C:12]([Br:15])=[CH:11][N:10]=1)[C:2]1[CH:7]=[CH:6][CH:5]=[CH:4][CH:3]=1.[C:16](Cl)(=[O:18])[CH3:17]>>[Br:15][C:12]1[CH:13]=[N:14][C:9]([N:8]([CH2:1][C:2]2[CH:3]=[CH:4][CH:5]=[CH:6][CH:7]=2)[C:16](=[O:18])[CH3:17])=[N:10][CH:11]=1. Reported procedure: The subtitle compound was prepared by the method of example 38 step (i) using benzyl-(5-bromo-pyrimidin-2-yl)-amine and acetylchloride, yield 0.21 g. Starting materials: C(C)#N (acetonitrile), [OH-].[Na+] (sodium hydroxide), [C@@H]1([C@@H](CC2=CC=CC=C12)O)O (Trans-1,2-indandiol), C(C)#N (acetonitrile), O (Water), S(O)(O)(=O)=O (sulfuric acid). Run at temperature 0 celsius. The product is N[C@H]1[C@H](CC2=CC=CC=C12)O (cis-1-amino-2-indanol). Yield: 63.0%. As a reaction SMILES: [C@@H:1]1(O)[C:9]2[C:4](=[CH:5][CH:6]=[CH:7][CH:8]=2)[CH2:3][C@H:2]1[OH:10].S(=O)(=O)(O)O.O.[OH-].[Na+].C(#[N:22])C>>[NH2:22][C@@H:1]1[C:9]2[C:4](=[CH:5][CH:6]=[CH:7][CH:8]=2)[CH2:3][C@@H:2]1[OH:10] |f:3.4|. Procedure: Trans-1,2-indandiol (1.5 g) was dissolved in acetonitrile (25 mL) cooled to 0° C., and concentrated sulfuric acid (1.1 mL) was added. The mixture was gradually warmed to 20° C. and aged to 3 hours. Water (2 mL) was added and the mixture heated to reflux. Concentrated aqueous sodium hydroxide was added to adjust the pH to 12. The resulting solid was removed by filtration to provide an aqueous acetonitrile solution of cis-1-amino-2-indanol (1.02 g, 63% yield). Starting materials: ClC1=C(C(=O)O)C=CC=C1F (2-chloro-3-fluorobenzoic acid), C1(=CC=CC=C1)C(CN)C=1C=NC(=CC1)C(F)(F)F (2-phenyl-2-(6-(trifluoromethyl)pyridin-3-yl)ethanamine). Yields the product ClC1=C(C(=O)NCC(C=2C=NC(=CC2)C(F)(F)F)C2=CC=CC=C2)C=CC=C1F (2-chloro-3-fluoro-N-(2-phenyl-2-(6-(trifluoromethyl)pyridin-3-yl)ethyl)benzamide). Reaction SMILES: [Cl:1][C:2]1[C:10]([F:11])=[CH:9][CH:8]=[CH:7][C:3]=1[C:4]([OH:6])=O.[C:12]1([CH:18]([C:21]2[CH:22]=[N:23][C:24]([C:27]([F:30])([F:29])[F:28])=[CH:25][CH:26]=2)[CH2:19][NH2:20])[CH:17]=[CH:16][CH:15]=[CH:14][CH:13]=1>>[Cl:1][C:2]1[C:10]([F:11])=[CH:9][CH:8]=[CH:7][C:3]=1[C:4]([NH:20][CH2:19][CH:18]([C:12]1[CH:13]=[CH:14][CH:15]=[CH:16][CH:17]=1)[C:21]1[CH:22]=[N:23][C:24]([C:27]([F:30])([F:28])[F:29])=[CH:25][CH:26]=1)=[O:6]. Reported procedure: From 2-chloro-3-fluorobenzoic acid and 2-phenyl-2-(6-(trifluoromethyl)pyridin-3-yl)ethanamine. LCMS (N I+): m/z=423.1, tR (minutes, Method D)=0.81 The reactants are C1(=CC=CC=2CCCCC12)O (5,6,7,8-tetrahydronaphthol), BrBr (bromine). Run in C(Cl)(Cl)(Cl)Cl (carbon tetrachloride), C(Cl)(Cl)(Cl)Cl (carbon tetrachloride). Run at time 30 minute. Product: BrC1=CC=C(C=2CCCCC12)O (4-Bromo-5,6,7,8-tetrahydro-1-naphthol). Yield: 22.9%. Reaction SMILES: [C:1]1([OH:11])[C:10]2[CH2:9][CH2:8][CH2:7][CH2:6][C:5]=2[CH:4]=[CH:3][CH:2]=1.[Br:12]Br>C(Cl)(Cl)(Cl)Cl>[Br:12][C:4]1[C:5]2[CH2:6][CH2:7][CH2:8][CH2:9][C:10]=2[C:1]([OH:11])=[CH:2][CH:3]=1. Procedure details: To a solution of 37 grams (0.25 mole) of 5,6,7,8-tetrahydronaphthol in 150 ml of carbon tetrachloride was added dropwise with stirring a solution of 44 grams (0.25 mole) of bromine in 50 ml of carbon tetrachloride. When the addition was complete the mixture was stirred for 30 minutes at room temperature and then evaporated in vacuo to a residue which after two recrystallizations from hexane provided 13 grams (22.9 percent) of product, m.p. 83°-85°C.